Dataset: the Open Reaction Database (ORD), a public repository of structured organic reaction records. Task: describe an organic reaction: reactants, conditions, products, and yield The reagents and catalysts are CN(C1=CC=NC=C1)C (4-dimethylaminopyridine). Reported procedure: The compound 18-cyanopregn-5-ene-3,20-dione 3-ethylene ketal (24) [Freerksen et al., J. Am. Chem. Soc., 99, 1536 (1977)] is reacted with sodium borohydride to reduce the 20-ketone and give a mixture of the two epimeric 20-hydroxy compounds (25). This mixture of alcohols is converted to a mixture of the corresponding (t-butyl)dimethylsilyl ethers (26) by reaction of the alcohols with (t-butyl)dimethylsilyl chloride, 4-dimethylaminopyridine, and triethylamine in dimethylformamide. The resulting 18... Product: trimethyl or triethyl phosphite, C1OC2(CC3=CC[C@H]4[C@@H]5CC[C@H](C(C)O[Si](C)(C)C(C)(C)C)[C@]5(CC[C@@H]4[C@]3(CC2)C)C=O)OC1 (3,3-ethylenedioxy-20-(t-butyldimethylsilyloxy)pregn-5-en-18-al). Run in C(C)N(CC)CC (triethylamine), O1CCCC1 (tetrahydrofuran), CN(P(=O)(N(C)C)N(C)C)C (hexamethylphosphoramide). Starting materials: (t-butyl)dimethylsilyl ethers, alcohols, C(C)(C)(C)[Si](C)(C)Cl ((t-butyl)dimethylsilyl chloride), CN(C=O)C (dimethylformamide), 20-hydroxy, 20-ketone, trialkylphosphite, 18-cyano silyl ether, C(C)(C)[N-]C(C)C.[Li+] (lithium diisopropyl amide), C1COC2(CC3=CC[C@H]4[C@@H]5CC[C@H](C(C)=O)[C@]5(CC[C@@H]4[C@]3(CC2)C)CC#N)O1 (18-cyanopregn-5-ene-3,20-dione 3-ethylene ketal), [BH4-].[Na+] (sodium borohydride), alcohols. RXN SMILES: [CH2:1]1[O:28][C:4]2([CH2:23][CH2:22][C@@:21]3([CH3:24])[C:6](=[CH:7][CH2:8][C@@H:9]4[C@@H:20]3[CH2:19][CH2:18][C@@:17]3([CH2:25]C#N)[C@H:10]4[CH2:11][CH2:12][C@@H:13]3[C:14](=[O:16])[CH3:15])[CH2:5]2)[O:3][CH2:2]1.[BH4-].[Na+].[C:31]([Si:35](Cl)([CH3:37])[CH3:36])([CH3:34])([CH3:33])[CH3:32].C([N-]C(C)C)(C)C.[Li+].CN(C)C=[O:50]>CN(C)C1C=CN=CC=1.O1CCCC1.CN(C)P(N(C)C)(N(C)C)=O.C(N(CC)CC)C>[CH2:1]1[CH2:2][O:3][C:4]2([CH2:23][CH2:22][C@@:21]3([CH3:24])[C:6](=[CH:7][CH2:8][C@@H:9]4[C@@H:20]3[CH2:19][CH2:18][C@@:17]3([CH:25]=[O:50])[C@H:10]4[CH2:11][CH2:12][C@@H:13]3[CH:14]([O:16][Si:35]([C:31]([CH3:34])([CH3:33])[CH3:32])([CH3:37])[CH3:36])[CH3:15])[CH2:5]2)[O:28]1 |f:1.2,4.5|. Starting materials: ClC=1C(=CC2=C(NC(=N2)CCC2CC(C2)N(C(C)C)C[C@H]2C[C@H]([C@H]3[C@@H]2OC(O3)(C)C)N3C=CC2=C3N=CN=C2NCC2=C(C=C(C=C2)OC)OC)C1)C(F)(F)F (7-((3aS,4R,6R,6aR)-6-(((3-(2-(6-chloro-5-(trifluoromethyl)-1H-benzo[d]imidazol-2-yl)ethyl)cyclobutyl)(isopropyl)amino)methyl)-2,2-dimethyltetrahydro-3aH-cyclopenta[d][1,3]dioxol-4-yl)-N-(2,4-dimethoxybenzyl)-7H-pyrrolo[2,3-d]pyrimidin-4-amine). Reagents/catalysts: O (water). Run in FC(C(=O)O)(F)F (Trifluoroacetic Acid), O (Water). Conditions: temperature 0 celsius, time 30 minute. Yields the product NC=1C2=C(N=CN1)N(C=C2)[C@H]2[C@@H]([C@@H]([C@H](C2)CN(C(C)C)C2CC(C2)CCC2=NC1=C(N2)C=C(C(=C1)C(F)(F)F)Cl)O)O ((1R,2S,3R,5R)-3-(4-amino-7H-pyrrolo[2,3-d]pyrimidin-7-yl)-5-(((3-(2-(6-chloro-5-(trifluoromethyl)-1H-benzo[d]imidazol-2-yl)ethyl)cyclobutyl)(isopropyl)amino)methyl)cyclopentane-1,2-diol). As a reaction SMILES: [Cl:1][C:2]1[C:3]([C:53]([F:56])([F:55])[F:54])=[CH:4][C:5]2[N:9]=[C:8]([CH2:10][CH2:11][CH:12]3[CH2:15][CH:14]([N:16]([CH2:20][C@@H:21]4[C@H:25]5[O:26]C(C)(C)[O:28][C@H:24]5[C@H:23]([N:31]5[C:35]6[N:36]=[CH:37][N:38]=[C:39]([NH:40]CC7C=CC(OC)=CC=7OC)[C:34]=6[CH:33]=[CH:32]5)[CH2:22]4)[CH:17]([CH3:19])[CH3:18])[CH2:13]3)[NH:7][C:6]=2[CH:52]=1>FC(F)(F)C(O)=O.O>[NH2:40][C:39]1[C:34]2[CH:33]=[CH:32][N:31]([C@@H:23]3[CH2:22][C@H:21]([CH2:20][N:16]([CH:14]4[CH2:13][CH:12]([CH2:11][CH2:10][C:8]5[NH:7][C:6]6[CH:52]=[C:2]([Cl:1])[C:3]([C:53]([F:55])([F:54])[F:56])=[CH:4][C:5]=6[N:9]=5)[CH2:15]4)[CH:17]([CH3:19])[CH3:18])[C@@H:25]([OH:26])[C@H:24]3[OH:28])[C:35]=2[N:36]=[CH:37][N:38]=1. Reported procedure: 7-((3aS,4R,6R,6aR)-6-(((3-(2-(6-chloro-5-(trifluoromethyl)-1H-benzo[d]imidazol-2-yl)ethyl)cyclobutyl)(isopropyl)amino)methyl)-2,2-dimethyltetrahydro-3aH-cyclopenta[d][1,3]dioxol-4-yl)-N-(2,4-dimethoxybenzyl)-7H-pyrrolo[2,3-d]pyrimidin-4-amine (525 mg, 0.683 mmol) was dissolved in a mixture of Trifluoroacetic Acid (9 ml) and Water (1 ml) which had been pre-cooled at 0° C. in an ice bath. The solution was stirred at 0° C. for 30 minutes, then warmed to RT. After 4 h at RT, the mixture was concentr... Product: CC(=O)OC1CCC(NC(N)=O)c2ccsc21. Starting materials: CC(=O)OC(C)=O, NC(=O)NC1CCC(O)c2sccc21. RXN SMILES: [CH3:15][C:16](=[O:17])[O:18][C:19](=[O:20])[CH3:21].[OH:1][CH:2]1[CH2:3][CH2:4][CH:5]([NH:11][C:12](=[O:13])[NH2:14])[c:6]2[c:7]1[s:8][cH:9][cH:10]2>>[O:1]([CH:2]1[CH2:3][CH2:4][CH:5]([NH:11][C:12](=[O:13])[NH2:14])[c:6]2[c:7]1[s:8][cH:9][cH:10]2)[C:16]([CH3:15])=[O:17].